This data is from the Open Reaction Database (ORD), a public repository of structured organic reaction records. The task is: describe an organic reaction: reactants, conditions, products, and yield Reactants: Cl, COc1ccccc1C1(O)CCC(c2ccccc2)(c2ccccc2)C2CNCC21, O=C(O)Cc1ccsc1. Product: COc1ccccc1C1(O)CCC(c2ccccc2)(c2ccccc2)C2CN(C(=O)Cc3ccsc3)CC21. Reaction SMILES: [ClH:1].[c:2]1([C:8]2([c:26]3[cH:27][cH:28][cH:29][cH:30][cH:31]3)[CH2:9][CH2:10][C:11]([OH:17])([c:18]3[c:19]([O:24][CH3:25])[cH:20][cH:21][cH:22][cH:23]3)[CH:12]3[CH2:13][NH:14][CH2:15][CH:16]23)[cH:3][cH:4][cH:5][cH:6][cH:7]1.[s:32]1[cH:33][c:34]([CH2:37][C:38](=[O:39])[OH:40])[cH:35][cH:36]1>>[c:2]1([C:8]2([c:26]3[cH:27][cH:28][cH:29][cH:30][cH:31]3)[CH2:9][CH2:10][C:11]([OH:17])([c:18]3[c:19]([O:24][CH3:25])[cH:20][cH:21][cH:22][cH:23]3)[CH:12]3[CH2:13][N:14]([C:38]([CH2:37][c:34]4[cH:33][s:32][cH:36][cH:35]4)=[O:39])[CH2:15][CH:16]23)[cH:3][cH:4][cH:5][cH:6][cH:7]1. Reactants: OCC(=O)[C@@H](O)[C@H](O)[C@H](O)CO (fructose), OCCCC(=O)[O-].[Na+] (sodium 4-hydroxybutyrate). The product is OC(CC(=O)[O-])C.OCCCC(=O)[O-] (3-hydroxybutyrate 4-hydroxybutyrate). Yield: 20.0%. Reaction SMILES: OCC([C@H:5]([C@@H:7]([C@@H:9]([CH2:11][OH:12])O)[OH:8])O)=O.[OH:13][CH2:14][CH2:15][CH2:16][C:17]([O-:19])=[O:18].[Na+]>>[OH:8][CH:7]([CH3:5])[CH2:9][C:11]([O-:12])=[O:13].[OH:13][CH2:14][CH2:15][CH2:16][C:17]([O-:19])=[O:18] |f:1.2,3.4|. Reported procedure: The procedure of Example 2 was repeated except that the fructose was replaced with sodium 4-hydroxybutyrate (manufactured by Aldrich Corporation) to produce 1.2 g of 3-hydroxybutyrate-4-hydroxybutyrate copolymer (comprising 20% by mole of 4-hydroxybutyrate unit) having a number average molecular weight of 467,000. The thus produced copolymer product was added to a 100 ml solution comprising 1 volume of aqueous solution of sodium hypochroride (manufactured by Wako Pharmaceutical K.K.) and 1 volum... Starting materials: CCOC(=O)/N=N/C(=O)OCC (DEAD), OC1=CC=C(C=C1)C(=O)N1[C@@H](CCC1)CN1CCCC1 ((4-Hydroxy-phenyl)-(2-(S)-pyrrolidin-1-ylmethyl-pyrrolidin-1-yl)-methanone), N1=C(C=NC=C1)CO (pyrazin-2-yl-methanol), C1(=CC=CC=C1)P(C1=CC=CC=C1)C1=CC=CC=C1 (triphenylphosphine). Solvent: C1CCOC1 (THF). Run at time 8 hour. The product is N1=C(C=NC=C1)COC1=CC=C(C=C1)C(=O)N1[C@@H](CCC1)CN1CCCC1 ([4-(Pyrazin-2-ylmethoxy)-phenyl]-(2-(S)-pyrrolidin-1-ylmethyl-pyrrolidin-1-yl)-methanone). The yield is 1.6%. RXN SMILES: [OH:1][C:2]1[CH:7]=[CH:6][C:5]([C:8]([N:10]2[CH2:14][CH2:13][CH2:12][C@H:11]2[CH2:15][N:16]2[CH2:20][CH2:19][CH2:18][CH2:17]2)=[O:9])=[CH:4][CH:3]=1.[N:21]1[CH:26]=[CH:25][N:24]=[CH:23][C:22]=1[CH2:27]O.C1(P(C2C=CC=CC=2)C2C=CC=CC=2)C=CC=CC=1.CCOC(/N=N/C(OCC)=O)=O>C1COCC1>[N:21]1[CH:26]=[CH:25][N:24]=[CH:23][C:22]=1[CH2:27][O:1][C:2]1[CH:7]=[CH:6][C:5]([C:8]([N:10]2[CH2:14][CH2:13][CH2:12][C@H:11]2[CH2:15][N:16]2[CH2:17][CH2:18][CH2:19][CH2:20]2)=[O:9])=[CH:4][CH:3]=1. Procedure: To a mixture of (4-Hydroxy-phenyl)-(2-(S)-pyrrolidin-1-ylmethyl-pyrrolidin-1-yl)-methanone (0.57 g, 2.0 mmol), pyrazin-2-yl-methanol [CAS 6705-33-5] (0.25 g, 2.3 mmol), and triphenylphosphine (0.57 g, 2.2 mmol) in THF (20 mL) is added DEAD (0.36 mL, 2.3 mmol). The mixture is stirred at room temperature overnight and partitioned between ethyl acetate and water. The aqueous phase is extracted with ethyl acetate (2×), and the combined organic phase is dried (Na2SO4) and concentrated. The crude mate... Reaction SMILES: [CH3:1][N:2]1[CH2:7][CH2:6][NH:5][CH2:4][CH2:3]1.[C:8]([O:16][CH2:17][C:18]([Cl:20])=[O:19])(=[O:15])[C:9]1[CH:14]=[CH:13][CH:12]=[CH:11][CH:10]=1.CCOCC>C1C=CC=CC=1>[ClH:20].[CH3:1][N:2]1[CH2:7][CH2:6][N:5]([C:18](=[O:19])[CH2:17][O:16][C:8](=[O:15])[C:9]2[CH:10]=[CH:11][CH:12]=[CH:13][CH:14]=2)[CH2:4][CH2:3]1 |f:4.5|. Run at time 1 hour. Run in C1=CC=CC=C1 (benzene), C1=CC=CC=C1 (benzene). The yield is 58.6%. Procedure details: A solution of 1-methylpiperazine (0.40 g, 4 mmole) in 5 ml benzene was added dropwise while stirring to a solution of (benzoyloxy)acetylchloride (0.80 g, 4 mmole) in 10 ml of benzene. After the addition was completed (about 10 min) the reaction mixture was stirred at room temperature for 1 h. Ether (10 ml) was added and the mixture was filtered. The white crystalline compound on the filter was washed with ether and finally recrystallized from ethanol, yielding 0.70 g (59%) of the title compound.... Starting materials: C(C1=CC=CC=C1)(=O)OCC(=O)Cl ((benzoyloxy)acetylchloride), CN1CCNCC1 (1-methylpiperazine), CCOCC (Ether). Product: Cl.CN1CCN(CC1)C(COC(C1=CC=CC=C1)=O)=O (1METHYL-4-(BENZOYLOXYACETYL)PIPERAZINE HYDROCHLORIDE). Reaction SMILES: [CH3:1][C:2]1[C:7]([CH3:8])=[CH:6][CH:5]=[CH:4][C:3]=1[N:9]1[CH2:14][CH2:13][N:12]([CH2:15][CH:16]([OH:30])[CH2:17][CH2:18][N:19]2C(=O)C3C(=CC=CC=3)C2=O)[CH2:11][CH2:10]1.O.NN>C(O)C>[NH2:19][CH2:18][CH2:17][CH:16]([OH:30])[CH2:15][N:12]1[CH2:11][CH2:10][N:9]([C:3]2[CH:4]=[CH:5][CH:6]=[C:7]([CH3:8])[C:2]=2[CH3:1])[CH2:14][CH2:13]1 |f:1.2|. The product is NCCC(CN1CCN(CC1)C1=C(C(=CC=C1)C)C)O (4-amino-1-(4-(2,3-dimethylphenyl)piperazin-1-yl)butan-2-ol). Procedure details: To a mixture of 2-(4-(4-(2,3-dimethylphenyl)piperazin-1-yl)-3-hydroxybutyl)isoindoline-1,3-dione obtained in step 4 (0.26 g, 0.65 mmol) in ethanol (1.5 ml), was added hydrazine monohydrate (0.063 ml, 2.02 mmol) at room temperature. The resulting reaction mixture was stirred at room temperature for 17 hours. After the reaction complete, the reaction mixture thus obtained was sonicated and filtered. The filtrate was concentrated under reduced pressure. The residue was extracted with ethyl acetate ... Reactants: CC1=C(C=CC=C1C)N1CCN(CC1)CC(CCN1C(C2=CC=CC=C2C1=O)=O)O (2-(4-(4-(2,3-dimethylphenyl)piperazin-1-yl)-3-hydroxybutyl)isoindoline-1,3-dione), O.NN (hydrazine monohydrate). Reaction conditions: time 17 hour. The yield is 55.5%. The solvent is C(C)O (ethanol).